Dataset: the Open Reaction Database (ORD), a public repository of structured organic reaction records. Task: describe an organic reaction: reactants, conditions, products, and yield Reactants: N[C@H](C(=O)O)C(C)(C)S ((R)-2-amino-3-mercapto-3-methylbutanoic acid), C(C1=CC=CC=C1)OC(=O)ON1C(CCC1=O)=O (N-(benzyloxycarbonyloxy)succinimide), CCN(C(C)C)C(C)C (DIPEA). Solvent: CO (MeOH). Conditions: time 1 hour. The product is C(C1=CC=CC=C1)OC(=O)N[C@H](C(=O)O)C(C)(C)S ((R)-2-(benzyloxycarbonylamino)-3-mercapto-3-methylbutanoic acid). Isolated yield 49.9%. Reaction SMILES: [NH2:1][C@@H:2]([C:6]([SH:9])([CH3:8])[CH3:7])[C:3]([OH:5])=[O:4].[CH2:10]([O:17][C:18](ON1C(=O)CCC1=O)=[O:19])[C:11]1[CH:16]=[CH:15][CH:14]=[CH:13][CH:12]=1.CCN(C(C)C)C(C)C>CO>[CH2:10]([O:17][C:18]([NH:1][C@@H:2]([C:6]([SH:9])([CH3:8])[CH3:7])[C:3]([OH:5])=[O:4])=[O:19])[C:11]1[CH:16]=[CH:15][CH:14]=[CH:13][CH:12]=1. Procedure: To a round bottom flask was added (R)-2-amino-3-mercapto-3-methylbutanoic acid (5.06 g, 33.9 mmol), N-(benzyloxycarbonyloxy)succinimide (8.87 g, 35.6 mmol), MeOH (50 mL) followed by DIPEA (11.9 mL, 67.8 mmol). The reaction was stirred at rt for 1 hr. The reaction was concentrated and the residue was diluted with EtOAc (120 mL). The organics was washed with water (2×50 mL) and saturated aqueous NaCl (50 mL). The organic layer was separated, dried over MgSO4, filtered and concentrated to give (R)-... The reactants are C(C1=CC=CC=C1)OC1=C(C=CC(=C1)OC)C1CC(NC1)=O (4-(2-Benzyloxy-4-methoxyphenyl)-pyrrolidin-2-one), P(=O)([O-])([O-])[O-].[K+].[K+].[K+] (potassium phosphate), BrC=1C=C(C#N)C=CC1 (3-bromobenzonitrile), [C@@H]1([C@@H](CCCC1)N)N (1,2-trans-cyclohexanediamine). Reagents/catalysts: [Cu]I (CuI). The solvent is CCOC(=O)C (EtOAc), O1CCOCC1 (dioxane), CN(C)C=O (DMF). Reaction conditions: temperature 110 celsius. Yields the product C(C1=CC=CC=C1)OC1=C(C=CC(=C1)OC)C1CC(N(C1)C=1C=C(C#N)C=CC1)=O (3-[4-(2-benzyloxy-4-methoxyphenyl)-2-oxo-pyrrolidin-1-yl]benzonitrile). The yield is 81.2%. Reaction SMILES: [CH2:1]([O:8][C:9]1[CH:14]=[C:13]([O:15][CH3:16])[CH:12]=[CH:11][C:10]=1[CH:17]1[CH2:21][NH:20][C:19](=[O:22])[CH2:18]1)[C:2]1[CH:7]=[CH:6][CH:5]=[CH:4][CH:3]=1.P([O-])([O-])([O-])=O.[K+].[K+].[K+].Br[C:32]1[CH:33]=[C:34]([CH:37]=[CH:38][CH:39]=1)[C:35]#[N:36].[C@@H]1(N)CCCC[C@H]1N>CCOC(C)=O.[Cu]I.O1CCOCC1.CN(C=O)C>[CH2:1]([O:8][C:9]1[CH:14]=[C:13]([O:15][CH3:16])[CH:12]=[CH:11][C:10]=1[CH:17]1[CH2:21][N:20]([C:32]2[CH:33]=[C:34]([CH:37]=[CH:38][CH:39]=2)[C:35]#[N:36])[C:19](=[O:22])[CH2:18]1)[C:2]1[CH:3]=[CH:4][CH:5]=[CH:6][CH:7]=1 |f:1.2.3.4|. Procedure: 4-(2-Benzyloxy-4-methoxyphenyl)-pyrrolidin-2-one (2.0 g. 6.8 mmol), potassium phosphate (2.56 g, 1.8 eq), and 3-bromobenzonitrile (1.82 g, 1.5 eq) was added to a flask under N2. The mixture was charged with 10 mL DMF and 10 mL dioxane followed by the addition of 1,2-trans-cyclohexanediamine (100 μL) and CuI (180 mg). The mixture was heated at 110° C. for 20 h and cooled down to r.t. Next the mixture was diluted with 150 mL EtOAc, washed with sat. NH4Cl, water, and brine, and then dried. After co... Isolated yield 30.6%. The solvent is O1CCCC1 (tetrahydrofuran). Procedure details: To a solution of ethyl[4-(4-fluorophenyl)-2-methylpyrrolo[1,2-b]pyridazin-3-yl]acetate (100 mg) in tetrahydrofuran (2 ml) was added N-chlorosuccinimide (43 mg) and the mixture was stirred at 20° C. for 2 hours. The mixture was partitioned between ethyl acetate and water. The organic layer was separated, washed with aqueous ethyl acetate, water and brine, dried over magnesium sulfate, and evaporated. The residue was purified by silica gel column chromatograpy eluting with a mixture of toluene and... RXN SMILES: [CH2:1]([O:3][C:4](=[O:23])[CH2:5][C:6]1[C:11]([CH3:12])=[N:10][N:9]2[CH:13]=[CH:14][CH:15]=[C:8]2[C:7]=1[C:16]1[CH:21]=[CH:20][C:19]([F:22])=[CH:18][CH:17]=1)[CH3:2].[Cl:24]N1C(=O)CCC1=O>O1CCCC1>[CH2:1]([O:3][C:4](=[O:23])[CH2:5][C:6]1[C:11]([CH3:12])=[N:10][N:9]2[C:13]([Cl:24])=[CH:14][CH:15]=[C:8]2[C:7]=1[C:16]1[CH:17]=[CH:18][C:19]([F:22])=[CH:20][CH:21]=1)[CH3:2]. Product: C(C)OC(CC1=C(C=2N(N=C1C)C(=CC2)Cl)C2=CC=C(C=C2)F)=O (ethyl[7-chloro-4-(4-fluorophenyl)-2-methylpyrrolo[1,2-b]pyridazin-3-yl]acetate). The reactants are C(C)OC(CC1=C(C=2N(N=C1C)C=CC2)C2=CC=C(C=C2)F)=O (ethyl[4-(4-fluorophenyl)-2-methylpyrrolo[1,2-b]pyridazin-3-yl]acetate), ClN1C(CCC1=O)=O (N-chlorosuccinimide). Reaction conditions: temperature 20 celsius, time 2 hour. Reactants: Cc1nc(-c2ccc3c(c2)CCCC3)c(Br)o1, O=C=O, [Li]CCCC, CCCCCC, C1CCOC1, O. The product is Cc1nc(-c2ccc3c(c2)CCCC3)c(C(=O)O)o1. Reaction SMILES: [Br:1][c:2]1[c:3](-[c:8]2[cH:9][c:10]3[c:15]([cH:16][cH:17]2)[CH2:14][CH2:13][CH2:12][CH2:11]3)[n:4][c:5]([CH3:7])[o:6]1.[C:34](=[O:35])=[O:36].[CH2:29]([Li:30])[CH2:31][CH2:32][CH3:33].[CH3:23][CH2:24][CH2:25][CH2:26][CH2:27][CH3:28].[O:18]1[CH2:19][CH2:20][CH2:21][CH2:22]1.[OH2:37]>>[c:2]1([C:34](=[O:35])[OH:36])[c:3](-[c:8]2[cH:9][c:10]3[c:15]([cH:16][cH:17]2)[CH2:14][CH2:13][CH2:12][CH2:11]3)[n:4][c:5]([CH3:7])[o:6]1. The reactants are N(=[N+]=[N-])CC=1C(=NC=C(C1)F)Cl (3-(azidomethyl)-2-chloro-5-fluoropyridine). Reagents/catalysts: [Pt] (Pt/C). Yields the product ClC1=NC=C(C=C1CN)F ((2-chloro-5-fluoropyridin-3-yl)methylamine). RXN SMILES: [N:1]([CH2:4][C:5]1[C:6]([Cl:12])=[N:7][CH:8]=[C:9]([F:11])[CH:10]=1)=[N+]=[N-]>[Pt]>[Cl:12][C:6]1[C:5]([CH2:4][NH2:1])=[CH:10][C:9]([F:11])=[CH:8][N:7]=1. Procedure: The product of Example 127A was processed according to the method of Example 115B except that Pt/C was used instead of Pd/C as catalyst. MS (ESI+) m/z 161 (M+H)+. Starting materials: C(#N)C1=CC=C(C=C1)CCC(=O)NC=1C=C(C(=O)OCC)C=CC1C=O (ethyl 3-[3-(4-cyanophenyl)propionylamino]-4-formylbenzoate), N (ammonia). Yields the product C(#N)C1=CC=C(C=C1)CCC1=NC2=CC(=CC=C2C=N1)C(=O)OC (Methyl 2-[2-(4-cyanophenyl)ethyl]quinazoline-7-carboxylate). As a reaction SMILES: [C:1]([C:3]1[CH:8]=[CH:7][C:6]([CH2:9][CH2:10][C:11]([NH:13][C:14]2[CH:15]=[C:16]([CH:22]=[CH:23][C:24]=2[CH:25]=O)[C:17]([O:19][CH2:20]C)=[O:18])=O)=[CH:5][CH:4]=1)#[N:2].[NH3:27]>>[C:1]([C:3]1[CH:8]=[CH:7][C:6]([CH2:9][CH2:10][C:11]2[N:27]=[CH:25][C:24]3[C:14](=[CH:15][C:16]([C:17]([O:19][CH3:20])=[O:18])=[CH:22][CH:23]=3)[N:13]=2)=[CH:5][CH:4]=1)#[N:2]. Reported procedure: 0.6 g (1.8 mmol) of ethyl 3-[3-(4-cyanophenyl)propionylamino]-4-formylbenzoate and 10 mL of methanolic ammonia solution were agitated in a pressure vessel for 36 hours. Then the solvent was distilled off, the residue was chromatographed on silica gel and eluted with methylene chloride containing 0 to 1% methanol. Yield: 0.35 g (62% of theory); Rf value: 0.38 (silica gel, ethyl acetate/cyclohexane=1:1).